Dataset: the Open Reaction Database (ORD), a public repository of structured organic reaction records. Task: describe an organic reaction: reactants, conditions, products, and yield The reactants are O=Cc1ccccc1Br, O=C([O-])[O-], COC(=O)Cc1ccccc1Oc1cccc(OC)c1, COC=C(C(=O)OC)c1ccccc1Oc1cccc(Oc2ccccc2)c1, COS(=O)(=O)OC, COC=O, [H-], [K+], [K+], [Na+], Oc1cccc(Oc2ccccc2)c1, COC=C(C(=O)OC)c1ccccc1Oc1cccc(O)c1. Product: COC(=O)Cc1ccccc1Oc1cccc(Oc2ccccc2)c1. RXN SMILES: [Br:15][c:16]1[cH:17][cH:18][cH:19][cH:20][c:21]1[CH:22]=[O:23].[C:78](=[O:79])([O-:80])[O-:81].[CH3:24][O:25][c:26]1[cH:27][c:28]([O:43][c:30]2[c:31]([CH2:36][C:37](=[O:38])[O:39][CH3:40])[cH:32][cH:33][cH:34][cH:35]2)[cH:29][cH:41][cH:42]1.[CH3:44][O:45][CH:46]=[C:47]([c:48]1[cH:49][cH:50][cH:51][cH:52][c:53]1[O:54][c:55]1[cH:56][cH:57][cH:58][c:59]([O:60][c:61]2[cH:62][cH:63][cH:64][cH:65][cH:66]2)[cH:67]1)[C:68]([O:69][CH3:70])=[O:71].[CH3:84][O:85][S:86]([O:87][CH3:88])(=[O:89])=[O:90].[CH:74]([O:75][CH3:76])=[O:77].[H-:72].[K+:82].[K+:83].[Na+:73].[OH:1][c:2]1[cH:3][cH:4][cH:5][c:6]([O:7][c:8]2[cH:9][cH:10][cH:11][cH:12][cH:13]2)[cH:14]1.[OH:91][c:92]1[cH:93][c:94]([O:98][c:99]2[cH:100][cH:101][cH:102][cH:103][c:104]2[C:105](=[CH:106][O:107][CH3:108])[C:109]([O:110][CH3:111])=[O:112])[cH:95][cH:96][cH:97]1>>[O:1]([c:2]1[cH:3][cH:4][cH:5][c:6]([O:7][c:8]2[cH:9][cH:10][cH:11][cH:12][cH:13]2)[cH:14]1)[c:30]1[c:31]([CH2:36][C:37](=[O:38])[O:39][CH3:40])[cH:32][cH:33][cH:34][cH:35]1. Starting materials: [O-]P(=O)([O-])[O-].[K+].[K+].[K+] (K3PO4), C(CCC)NC(=O)N (butylurea), IC=1C=C(C=CC1)OC (3-iodoanisole), CNCCNC (N,N′-dimethylethylendiamine). The reagents and catalysts are [Cu]I (CuI). Solvent: C1(=CC=CC=C1)C (toluene). Conditions: temperature 110 celsius, time 24 hour. The product is C(CCC)NC(=O)NC1=CC(=CC=C1)OC (N-Butyl-N′-(3-methoxyphenyl)urea). Yield: 84.6%. As a reaction SMILES: [O-]P([O-])([O-])=O.[K+].[K+].[K+].[CH2:9]([NH:13][C:14]([NH2:16])=[O:15])[CH2:10][CH2:11][CH3:12].I[C:18]1[CH:19]=[C:20]([O:24][CH3:25])[CH:21]=[CH:22][CH:23]=1.CNCCNC>[Cu]I.C1(C)C=CC=CC=1>[CH2:9]([NH:13][C:14]([NH:16][C:18]1[CH:23]=[CH:22][CH:21]=[C:20]([O:24][CH3:25])[CH:19]=1)=[O:15])[CH2:10][CH2:11][CH3:12] |f:0.1.2.3|. Reported procedure: A test tube was charged with CuI (10 mg, 0.05 mmol, 0.05 equiv), K3PO4 (425 mg, 2.0 mmol, 2.0 equiv), butylurea (232 mg, 2.0 mmol, 2.0 equiv), filled with argon. 3-iodoanisole (119 μL, 1.0 mmol, 1.0 equiv), N,N′-dimethylethylendiamine (11 μL, 0.10 mmol, 0.10 equiv) and dry toluene (1.0 mL) were added under argon. The test tube was sealed and the reaction mixture was stirred at 110° C. for 24 h. The resulting suspension was cooled to room temperature and filtered through a 0.5×1 cm pad of silica ...